Dataset: the Open Reaction Database (ORD), a public repository of structured organic reaction records. Task: describe an organic reaction: reactants, conditions, products, and yield Starting materials: CC(C)(C)OC(=O)N1CCN(C#N)CC1, CCO, NO. Yields the product CC(C)(C)OC(=O)N1CCN(C(=N)NO)CC1. Reaction SMILES: [C:1](#[N:2])[N:3]1[CH2:4][CH2:5][N:6]([C:9](=[O:10])[O:11][C:12]([CH3:13])([CH3:14])[CH3:15])[CH2:7][CH2:8]1.[CH3:18][CH2:19][OH:20].[NH2:16][OH:17]>>[C:1](=[NH:2])([N:3]1[CH2:4][CH2:5][N:6]([C:9](=[O:10])[O:11][C:12]([CH3:13])([CH3:14])[CH3:15])[CH2:7][CH2:8]1)[NH:16][OH:17].